Dataset: the Open Reaction Database (ORD), a public repository of structured organic reaction records. Task: describe an organic reaction: reactants, conditions, products, and yield The reactants are C1COCCN1, CC1CN(Cc2ccc(NS(=O)(=O)c3ccc(N4CCCCC4)nc3)cc2)CCN1C(=O)OC(C)(C)C, CC1CN(Cc2ccc(NS(=O)(=O)c3ccc(Cl)nc3)cc2)CCN1C(=O)OC(C)(C)C. The product is CC1CN(Cc2ccc(NS(=O)(=O)c3ccc(N4CCOCC4)nc3)cc2)CCN1C(=O)OC(C)(C)C. RXN SMILES: [CH2:33]1[CH2:34][O:35][CH2:36][CH2:37][NH:38]1.[CH3:39][CH:40]1[CH2:41][N:42]([CH2:43][c:44]2[cH:45][cH:46][c:47]([NH:48][S:49]([c:50]3[cH:51][n:52][c:53]([N:54]4[CH2:55][CH2:56][CH2:57][CH2:58][CH2:59]4)[cH:60][cH:61]3)(=[O:62])=[O:63])[cH:64][cH:65]2)[CH2:66][CH2:67][N:68]1[C:69]([O:70][C:71]([CH3:72])([CH3:73])[CH3:74])=[O:75].[Cl:1][c:2]1[cH:3][cH:4][c:5]([S:8](=[O:9])(=[O:10])[NH:11][c:12]2[cH:13][cH:14][c:15]([CH2:18][N:19]3[CH2:20][CH:21]([CH3:32])[N:22]([C:25](=[O:26])[O:27][C:28]([CH3:29])([CH3:30])[CH3:31])[CH2:23][CH2:24]3)[cH:16][cH:17]2)[cH:6][n:7]1>>[c:2]1([N:38]2[CH2:33][CH2:34][O:35][CH2:36][CH2:37]2)[cH:3][cH:4][c:5]([S:8](=[O:9])(=[O:10])[NH:11][c:12]2[cH:13][cH:14][c:15]([CH2:18][N:19]3[CH2:20][CH:21]([CH3:32])[N:22]([C:25](=[O:26])[O:27][C:28]([CH3:29])([CH3:30])[CH3:31])[CH2:23][CH2:24]3)[cH:16][cH:17]2)[cH:6][n:7]1. Product: COC(=O)c1cncc(-c2ccc(OC(F)(F)F)cc2)c1. RXN SMILES: [Br:1][c:2]1[cH:3][n:4][cH:5][c:6]([C:7](=[O:8])[O:9][CH3:10])[cH:11]1.[F:12][C:13]([O:14][c:15]1[cH:16][cH:17][c:18]([B:21]([OH:22])[OH:23])[cH:19][cH:20]1)([F:24])[F:25]>>[c:2]1(-[c:18]2[cH:17][cH:16][c:15]([O:14][C:13]([F:12])([F:24])[F:25])[cH:20][cH:19]2)[cH:3][n:4][cH:5][c:6]([C:7](=[O:8])[O:9][CH3:10])[cH:11]1. Reactants: COC(=O)c1cncc(Br)c1, OB(O)c1ccc(OC(F)(F)F)cc1. Reactants: ( 15 ), OC1=CC=C2C(C(=COC2=C1O)C1=CC=C(C=C1)OC)=O (7,8-dihydroxy-4′-methoxyisoflavone), C(C)(=O)OC(C)=O (acetic anhydride), ( 18 ), C(C)(=O)OC1=CC=C(C2=COC3=C(C(=CC=C3C2=O)OC(C)=O)OC(C)=O)C=C1 (4′,7,8-triacetoxyisoflavone), ( 80 ). Run in N1=CC=CC=C1 (pyridine). Product: C(C)(=O)OC1=CC=C2C(C(=COC2=C1OC(C)=O)C1=CC=C(C=C1)OC)=O (7,8-Diacetoxy-4′-methoxyisoflavone). As a reaction SMILES: OC1C(O)=C2C(C(=O)C(C3C=CC(OC)=CC=3)=CO2)=CC=1.C(OC(=O)C)(=O)C.[C:29]([O:32][C:33]1[CH:57]=[CH:56][C:36]([C:37]2[C:46](=[O:47])[C:45]3[C:40](=[C:41]([O:52][C:53](=[O:55])[CH3:54])[C:42]([O:48][C:49](=[O:51])[CH3:50])=[CH:43][CH:44]=3)[O:39][CH:38]=2)=[CH:35][CH:34]=1)(=O)C>N1C=CC=CC=1>[C:49]([O:48][C:42]1[C:41]([O:52][C:53](=[O:55])[CH3:54])=[C:40]2[C:45]([C:46](=[O:47])[C:37]([C:36]3[CH:35]=[CH:34][C:33]([O:32][CH3:29])=[CH:57][CH:56]=3)=[CH:38][O:39]2)=[CH:44][CH:43]=1)(=[O:51])[CH3:50]. Reported procedure: 7,8-Diacetoxy-4′-methoxyisoflavone was prepared from 7,8-dihydroxy-4′-methoxyisoflavone (0.82 g, 2.9 mmol), acetic anhydride (4.9 ml) and pyridine (0.9 ml) as described for 4′,7,8-triacetoxyisoflavone. Yield: (0.9 g, 85%) m.p. 165° C. 1H NMR (CDCl3): δ 2.36, 2.42 (each s, 3H, OCOCH3), 3.84 (s, 3H, OCH3), 6.98 (d, 2H, J 9.0 Hz, ArH), 7.25 (d, 1H, J 8.7 Hz, H6), 7.48 (d, 2H, J 9.0 Hz H8), 7.95 (s, 1H, H2), 8.20 (d, 1H, J 9.1 Hz, H5). Mass spectrum: m/z 368 (M, 20%); 326 (15); 312 (18); 284 (80): Starting materials: FC1=C(OC2=CC=C3C(=N2)OC(=N3)C3=CC(=C(OCC(=O)O)C(=C3)C)C)C=CC=C1 ({4-[5-(2-Fluorophenoxy)oxazolo[5,4-b]pyridin-2-yl]-2,6-dimethylphenoxy}acetic acid), FC1=C(OC2=CC=C3C(=N2)OC(=N3)C3=CC(=C(C(=C3)C)O)C)C=CC=C1 (4-[5-(2-fluorophenoxy)oxazolo[5,4-b]pyridin-2-yl]-2,6-dimethylphenol), BrC(C(=O)OC(C)(C)C)C (tert-butyl 2-bromopropionate), ester. The product is FC1=C(OC2=CC=C3C(=N2)OC(=N3)C3=CC(=C(OC(C(=O)O)C)C(=C3)C)C)C=CC=C1 (2-{4-[5-(2-Fluorophenoxy)oxazolo[5,4-b]pyridin-2-yl]-2,6-dimethylphenoxy}propionic acid). As a reaction SMILES: [F:1][C:2]1[CH:30]=[CH:29][CH:28]=[CH:27][C:3]=1[O:4][C:5]1[N:10]=[C:9]2[O:11][C:12]([C:14]3[CH:24]=[C:23]([CH3:25])[C:17]([O:18][CH2:19][C:20]([OH:22])=[O:21])=[C:16]([CH3:26])[CH:15]=3)=[N:13][C:8]2=[CH:7][CH:6]=1.F[C:32]1C=CC=CC=1OC1N=C2OC(C3C=C(C)C(O)=C(C)C=3)=NC2=CC=1.BrC(C)C(OC(C)(C)C)=O>>[F:1][C:2]1[CH:30]=[CH:29][CH:28]=[CH:27][C:3]=1[O:4][C:5]1[N:10]=[C:9]2[O:11][C:12]([C:14]3[CH:15]=[C:16]([CH3:26])[C:17]([O:18][CH:19]([CH3:32])[C:20]([OH:22])=[O:21])=[C:23]([CH3:25])[CH:24]=3)=[N:13][C:8]2=[CH:7][CH:6]=1. Reported procedure: 2-{4-[5-(2-Fluorophenoxy)oxazolo[5,4-b]pyridin-2-yl]-2,6-dimethylphenoxy}propionic acid was prepared analogously to Example 1 (steps (e) and (f)) by reaction of 4-[5-(2-fluorophenoxy)oxazolo[5,4-b]pyridin-2-yl]-2,6-dimethylphenol with tert-butyl 2-bromopropionate and subsequent ester cleavage. Reactants: COC(=C(C)C)O[Si](C)(C)C (1-Methoxy-1-(trimethylsiloxy)-2-methyl-1-propene), [N+](=O)([O-])C1=C(C=O)C=CC=C1 (2-Nitro-benzaldehyde). Reagents/catalysts: FC(S(=O)(=O)[O-])(F)F.[Sc+3].FC(S(=O)(=O)[O-])(F)F.FC(S(=O)(=O)[O-])(F)F (Scandium (III) trifluoromethanesulfonate). The solvent is C(Cl)Cl (CH2Cl2). Conditions: temperature 0 celsius, time 1 hour. Product: COC(C(C(C1=C(C=CC=C1)[N+](=O)[O-])O)(C)C)=O (3-Hydroxy-2,2-dimethyl-3-(2-nitro-phenyl)-propionic acid methyl ester). Isolated yield 31.6%. As a reaction SMILES: [CH3:1][O:2][C:3]([O:7][Si](C)(C)C)=[C:4]([CH3:6])[CH3:5].[N+:12]([C:15]1[CH:22]=[CH:21][CH:20]=[CH:19][C:16]=1[CH:17]=[O:18])([O-:14])=[O:13]>C(Cl)Cl.FC(F)(F)S([O-])(=O)=O.[Sc+3].FC(F)(F)S([O-])(=O)=O.FC(F)(F)S([O-])(=O)=O>[CH3:1][O:2][C:3](=[O:7])[C:4]([CH3:6])([CH3:5])[CH:17]([OH:18])[C:16]1[CH:19]=[CH:20][CH:21]=[CH:22][C:15]=1[N+:12]([O-:14])=[O:13] |f:3.4.5.6|. Procedure: 1-Methoxy-1-(trimethylsiloxy)-2-methyl-1-propene (2.4 mL, 2.092 g, 12 mmol) is added dropwise to a suspension of 2-Nitro-benzaldehyde (1.51 g, 10 mmol), Scandium (III) trifluoromethanesulfonate (148 mg, 0.3 mmol) in 30 mL of dry CH2Cl2 at −78° C. The resulting mixture is slowly warmed up to 0° C. and stirred for 1 h. The reaction is quenched with 1 M HCl and stirred for 1 h at room temperature. After extraction with ethyl acetate (20 mL×3), washed with brine, dried over anhydrous Na2SO4 and conc... Reactants: ClC(CN1[C@@H](COC2=C3C(=CC(=NC3=CC=C21)OC(C)C)C(F)(F)F)C(C)C)(F)F ((3R)-4-(2-chloro-2,2-difluoroethyl)-3,4-dihydro-8-isopropoxy-3-isopropyl-10-(trifluoromethyl)-2H-[1,4]oxazino[2,3-f]quinoline), [BH4-].[Na+] (NaBH4). Solvent: ClC(C(=O)O)(F)F (chlorodifluoroacetic acid). Conditions: time 12 hour. Yields the product C(C)N1[C@@H](COC2=C3C(=CC(=NC3=CC=C21)OC(C)C)C(F)(F)F)C ((3R)-4-ethyl-3,4-dihydro-8-isopropoxy-3-methyl-10-(trifluoromethyl)-2H-[1,4]oxazino[2,3-f]quinoline). Yield: 62.1%. As a reaction SMILES: Cl[C:2](F)(F)[CH2:3][N:4]1[C:17]2[C:8](=[C:9]3[C:14](=[CH:15][CH:16]=2)[N:13]=[C:12]([O:18][CH:19]([CH3:21])[CH3:20])[CH:11]=[C:10]3[C:22]([F:25])([F:24])[F:23])[O:7][CH2:6][C@H:5]1[CH:26](C)C.[BH4-].[Na+]>ClC(F)(F)C(O)=O>[CH2:3]([N:4]1[C:17]2[C:8](=[C:9]3[C:14](=[CH:15][CH:16]=2)[N:13]=[C:12]([O:18][CH:19]([CH3:21])[CH3:20])[CH:11]=[C:10]3[C:22]([F:24])([F:25])[F:23])[O:7][CH2:6][C@H:5]1[CH3:26])[CH3:2] |f:1.2|. Procedure: This compound was prepared according to General Method 6 (EXAMPLE 3) from (3R)-4-(2-chloro-2,2-difluoroethyl)-3,4-dihydro-8-isopropoxy-3-isopropyl-10-(trifluoromethyl)-2H-[1,4]oxazino[2,3-f]quinoline (30 mg, 0.1 mmol) and NaBH4 pellets (large excess, >10 equiv) in 3 mL chlorodifluoroacetic acid (0.03 M) stirred at rt for 12 h, to afford 22 mg (57%) of (3R)-4-ethyl-3,4-dihydro-8-isopropoxy-3-methyl-10-(trifluoromethyl)-2H-[1,4]oxazino[2,3-f]quinoline. 1H NMR (500 MHz, CDCl3) δ 7.44 (d, J=9.3, 1H)... Starting materials: NC1CCCC=2C(=CN=CC12)C1=CC=C(C#N)C=C1 ((rac)-4-(8-Amino-5,6,7,8-tetrahydroisoquinolin-4-yl)benzonitrile), C(C(C)C)(=O)Cl (isobutyryl chloride). Product: C(#N)C1=CC=C(C=C1)C1=CN=CC=2C(CCCC12)NC(C(C)C)=O ((rac)-N-(4-(4-Cyanophenyl)-5,6,7,8-tetrahydroisoquinolin-8-yl)isobutyramide). Yield: 63.0%. As a reaction SMILES: [NH2:1][CH:2]1[C:11]2[CH:10]=[N:9][CH:8]=[C:7]([C:12]3[CH:19]=[CH:18][C:15]([C:16]#[N:17])=[CH:14][CH:13]=3)[C:6]=2[CH2:5][CH2:4][CH2:3]1.[C:20](Cl)(=[O:24])[CH:21]([CH3:23])[CH3:22]>>[C:16]([C:15]1[CH:14]=[CH:13][C:12]([C:7]2[C:6]3[CH2:5][CH2:4][CH2:3][CH:2]([NH:1][C:20](=[O:24])[CH:21]([CH3:23])[CH3:22])[C:11]=3[CH:10]=[N:9][CH:8]=2)=[CH:19][CH:18]=1)#[N:17]. Reported procedure: In analogy to the procedure described for the preparation of example 8, (rac)-4-(8-amino-5,6,7,8-tetrahydroisoquinolin-4-yl)benzonitrile (example 1) was reacted with isobutyryl chloride to give the title compound as a off-white powder in 63% yield. MS: 320.2 (M+H+).